This data is from the Open Reaction Database (ORD), a public repository of structured organic reaction records. The task is: describe an organic reaction: reactants, conditions, products, and yield Starting materials: COCC(CCO[Si](c1ccccc1)(c1ccccc1)C(C)(C)C)N1CCN(c2cccc(C(F)(F)F)c2)C(C)C1=O, C1CCOC1, CCCC[N+](CCCC)(CCCC)CCCC, [F-]. Product: COCC(CCO)N1CCN(c2cccc(C(F)(F)F)c2)C(C)C1=O. As a reaction SMILES: [C:1]([Si:2]([c:3]1[cH:4][cH:5][cH:31][cH:32][cH:33]1)([O:6][CH2:7][CH2:8][CH:9]([CH2:10][O:11][CH3:12])[N:13]1[C:14](=[O:30])[CH:15]([CH3:29])[N:16]([c:19]2[cH:20][c:21]([C:25]([F:26])([F:27])[F:28])[cH:22][cH:23][cH:24]2)[CH2:17][CH2:18]1)[c:34]1[cH:35][cH:36][cH:37][cH:38][cH:39]1)([CH3:40])([CH3:41])[CH3:42].[CH2:61]1[O:62][CH2:63][CH2:64][CH2:65]1.[CH3:44][CH2:45][CH2:46][CH2:47][N+:48]([CH2:49][CH2:50][CH2:51][CH3:52])([CH2:53][CH2:54][CH2:55][CH3:56])[CH2:57][CH2:58][CH2:59][CH3:60].[F-:43]>>[OH:6][CH2:7][CH2:8][CH:9]([CH2:10][O:11][CH3:12])[N:13]1[C:14](=[O:30])[CH:15]([CH3:29])[N:16]([c:19]2[cH:20][c:21]([C:25]([F:26])([F:27])[F:28])[cH:22][cH:23][cH:24]2)[CH2:17][CH2:18]1.